This data is from the Open Reaction Database (ORD), a public repository of structured organic reaction records. The task is: describe an organic reaction: reactants, conditions, products, and yield Starting materials: C1CCOC1, O=C(Cl)c1ccc(I)cc1, Sc1ccccn1. Product: O=C(Sc1ccccn1)c1ccc(I)cc1. Reaction SMILES: [CH2:18]1[O:19][CH2:20][CH2:21][CH2:22]1.[I:1][c:2]1[cH:3][cH:4][c:5]([C:6](=[O:7])[Cl:8])[cH:9][cH:10]1.[SH:11][c:12]1[n:13][cH:14][cH:15][cH:16][cH:17]1>>[I:1][c:2]1[cH:3][cH:4][c:5]([C:6](=[O:7])[S:11][c:12]2[n:13][cH:14][cH:15][cH:16][cH:17]2)[cH:9][cH:10]1. Starting materials: O=CNC1CCC(=O)c2ccccc21, [K+], [N-]=C=O, [Na]. Product: NC(=O)NC1CCC(=O)c2ccccc21. As a reaction SMILES: [CH:1](=[O:2])[NH:3][CH:4]1[CH2:5][CH2:6][C:7](=[O:14])[c:8]2[cH:9][cH:10][cH:11][cH:12][c:13]21.[K+:19].[N-:16]=[C:17]=[O:18].[Na:15]>>[C:1](=[O:2])([NH:3][CH:4]1[CH2:5][CH2:6][C:7](=[O:14])[c:8]2[cH:9][cH:10][cH:11][cH:12][c:13]21)[NH2:16]. The reactants are OC1=CC=C2CCC(NC2=C1)=O (7-hydroxy-3,4-dihydro-carbostyril), C1(=CC=CC=C1)SCCCCBr (4-phenylmercapto-butyl bromide). Yields the product C1(=CC=CC=C1)SCCCCOC1=CC=C2CCC(NC2=C1)=O (7-(4-Phenylmercapto-butoxy)-3,4-dihydro-carbostyril). RXN SMILES: [OH:1][C:2]1[CH:11]=[C:10]2[C:5]([CH2:6][CH2:7][C:8](=[O:12])[NH:9]2)=[CH:4][CH:3]=1.[C:13]1([S:19][CH2:20][CH2:21][CH2:22][CH2:23]Br)[CH:18]=[CH:17][CH:16]=[CH:15][CH:14]=1>>[C:13]1([S:19][CH2:20][CH2:21][CH2:22][CH2:23][O:1][C:2]2[CH:11]=[C:10]3[C:5]([CH2:6][CH2:7][C:8](=[O:12])[NH:9]3)=[CH:4][CH:3]=2)[CH:18]=[CH:17][CH:16]=[CH:15][CH:14]=1. Procedure details: Prepared analogous to Example 4 from 7-hydroxy-3,4-dihydro-carbostyril (see N. Shigematsu et al., Chem. Pharm. Bull. 1961, 970-975) and 4-phenylmercapto-butyl bromide (bp. 96° to 103° C. at 0.02 mm Hg). Starting materials: FC=1C=C(C=C(C1)F)CC(=O)N[C@@H](C)C(=O)O (N-(3,5-difluorophenylacetyl)-L-alanine), solid, Cl.NC(C(=O)OCC)C1=NC=CC=C1 (ethyl 2-amino-2-(2-pyridyl)acetate hydrochloride), Heterocyclic. The solvent is C(Cl)(Cl)Cl.CO (CHCl3 MeOH). The product is FC=1C=C(C=C(C1)F)CC(=O)N[C@@H](C)C(=O)NC(C(=O)OCC)C1=NC=CC=C1 (Ethyl N-[N-(3,5-Difluorophenylacetyl)-L-alaninyl]-2-amino-2-(2-pyridyl)acetate). As a reaction SMILES: [F:1][C:2]1[CH:3]=[C:4]([CH2:9][C:10]([NH:12][C@H:13]([C:15]([OH:17])=O)[CH3:14])=[O:11])[CH:5]=[C:6]([F:8])[CH:7]=1.Cl.[NH2:19][CH:20]([C:26]1[CH:31]=[CH:30][CH:29]=[CH:28][N:27]=1)[C:21]([O:23][CH2:24][CH3:25])=[O:22]>C(Cl)(Cl)Cl.CO>[F:8][C:6]1[CH:5]=[C:4]([CH2:9][C:10]([NH:12][C@H:13]([C:15]([NH:19][CH:20]([C:26]2[CH:31]=[CH:30][CH:29]=[CH:28][N:27]=2)[C:21]([O:23][CH2:24][CH3:25])=[O:22])=[O:17])[CH3:14])=[O:11])[CH:3]=[C:2]([F:1])[CH:7]=1 |f:1.2,3.4|. Procedure: Following General Procedure C and using N-(3,5-difluorophenylacetyl)-L-alanine (from Example B2 above) and ethyl 2-amino-2-(2-pyridyl)acetate hydrochloride (prepared as described in P. Kolar et al., J. Heterocyclic Chem., 28, 1715 (1991) and references cited therein), the title compound was prepared as a solid (mp=123-125° C.). The reaction was monitored by tlc (Rf=0.1 in 98:2 CHCl3/MeOH) and the product was purified by silica gel chromatography using 95:5 CHCl3/MeOH as the eluent, followed by r... Reactants: [Br-], CC(=O)O, COc1ccc([Mg+])cc1OC, CCOC(=O)N=NC(=O)OCC, C1CCOC1, O. Yields the product CCOC(=O)NN(C(=O)OCC)c1ccc(OC)c(OC)c1. Reaction SMILES: [Br-:1].[CH3:25][C:26](=[O:27])[OH:28].[CH3:2][O:3][c:4]1[cH:5][c:6]([Mg+:12])[cH:7][cH:8][c:9]1[O:10][CH3:11].[O:13]=[C:14]([N:15]=[N:16][C:17](=[O:18])[O:19][CH2:20][CH3:21])[O:22][CH2:23][CH3:24].[O:30]1[CH2:31][CH2:32][CH2:33][CH2:34]1.[OH2:29]>>[CH3:2][O:3][c:4]1[cH:5][c:6]([N:16]([NH:15][C:14](=[O:13])[O:22][CH2:23][CH3:24])[C:17](=[O:18])[O:19][CH2:20][CH3:21])[cH:7][cH:8][c:9]1[O:10][CH3:11].